From a dataset of the Open Reaction Database (ORD), a public repository of structured organic reaction records. describe an organic reaction: reactants, conditions, products, and yield The reactants are ClC=1C=NC=C(C1SC1=C(C=C(S1)C(=O)O)[N+](=O)[O-])Cl (5-[(3,5-dichloro-4-pyridyl)sulfanyl]-4-nitro-thiophene-2-carboxylic acid), C(C)(C)C1=NNC(=C1)N (3-isopropyl-1H-pyrazol-5-amine). The product is ClC=1C=NC=C(C1SC1=C(C=C(S1)C(=O)NC1=CC(=NN1)C(C)C)[N+](=O)[O-])Cl (5-((3,5-dichloropyridin-4-yl)thio)-N-(3-isopropyl-1H-pyrazol-5-yl)-4-nitrothiophene-2-carboxamide), solid. Isolated yield 16.0%. As a reaction SMILES: [Cl:1][C:2]1[CH:3]=[N:4][CH:5]=[C:6]([Cl:20])[C:7]=1[S:8][C:9]1[S:13][C:12]([C:14]([OH:16])=O)=[CH:11][C:10]=1[N+:17]([O-:19])=[O:18].[CH:21]([C:24]1[CH:28]=[C:27]([NH2:29])[NH:26][N:25]=1)([CH3:23])[CH3:22]>>[Cl:20][C:6]1[CH:5]=[N:4][CH:3]=[C:2]([Cl:1])[C:7]=1[S:8][C:9]1[S:13][C:12]([C:14]([NH:29][C:27]2[NH:26][N:25]=[C:24]([CH:21]([CH3:23])[CH3:22])[CH:28]=2)=[O:16])=[CH:11][C:10]=1[N+:17]([O-:19])=[O:18]. Procedure details: Prepared according to the procedure described for example 44 from 5-[(3,5-dichloro-4-pyridyl)sulfanyl]-4-nitro-thiophene-2-carboxylic acid (35 mg, 0.1 mmol) and 3-isopropyl-1H-pyrazol-5-amine (12.5 mg, 0.1 mmol). The title compound was obtained as a solid (7.1 mg, 16% yield). MS m/z: 458.00, 460.00 [M+H]+. Yield: 125.2%. Reaction SMILES: O1CCCCC1[O:7][CH2:8][C:9]#[C:10][CH2:11][CH2:12][CH2:13][C:14]#[C:15][CH2:16][CH2:17][CH2:18][CH2:19][C:20]1[CH:29]=[C:28]([O:30][CH3:31])[C:27]2[C:22](=[CH:23][CH:24]=[CH:25][CH:26]=2)[C:21]=1[O:32]C1CCCCO1.O.C1(C)C=CC(S(O)(=O)=O)=CC=1.C(=O)(O)[O-].[Na+]>CO.O1CCCC1>[OH:7][CH2:8][C:9]#[C:10][CH2:11][CH2:12][CH2:13][C:14]#[C:15][CH2:16][CH2:17][CH2:18][CH2:19][C:20]1[CH:29]=[C:28]([O:30][CH3:31])[C:27]2[C:22](=[CH:23][CH:24]=[CH:25][CH:26]=2)[C:21]=1[OH:32] |f:1.2,3.4,5.6|. Procedure details: The 2-(12-tetrahydropyran-2-yloxydodeca-5,10-diynyl-1-(tetrahydropyran-2-yloxy)-4-methoxynaphthalene (0.396 g) is dissolved in 50% methanol/tetrahydrofuran (5 ml) and para-toluenesulfonic acid monohydrate (39 mg) is added. The mixture is heated to 60° C. for 35 minutes at which time TLC indicates complete reaction. After cooling, solid sodium bicarbonate is added, and the solvent is evaporated under reduced pressure. The residue is taken up in ethyl acetate and washed with water and brine, dried... Product: OCC#CCCCC#CCCCCC1=C(C2=CC=CC=C2C(=C1)OC)O (2-(12-Hydroxydodeca-5,10-diynyl)-1-hydroxy-4-methoxynaphthalene). Reaction conditions: temperature 60 celsius. Reactants: O.C1(=CC=C(C=C1)S(=O)(=O)O)C (para-toluenesulfonic acid monohydrate), O1C(CCCC1)OCC#CCCCC#CCCCCC1=C(C2=CC=CC=C2C(=C1)OC)OC1OCCCC1 (12-tetrahydropyran-2-yloxydodeca-5,10-diynyl-1-(tetrahydropyran-2-yloxy)-4-methoxynaphthalene), C([O-])(O)=O.[Na+] (sodium bicarbonate). Run in CO.O1CCCC1 (methanol tetrahydrofuran). Starting materials: COc1cccc(Oc2cncc(Br)c2)c1, CC(C)(C)OC(=O)N1CC2CC1CN2, CC(C)(C)[O-], Cc1ccccc1, [Na+], O=C(C=Cc1ccccc1)C=Cc1ccccc1, O=C(C=Cc1ccccc1)C=Cc1ccccc1, O=C(C=Cc1ccccc1)C=Cc1ccccc1, O, [Pd], [Pd]. Yields the product COc1cccc(Oc2cncc(N3CC4CC3CN4C(=O)OC(C)(C)C)c2)c1. RXN SMILES: [Br:1][c:2]1[cH:3][n:4][cH:5][c:6]([O:8][c:9]2[cH:10][c:11]([O:15][CH3:16])[cH:12][cH:13][cH:14]2)[cH:7]1.[C:17]([CH3:18])([CH3:19])([CH3:20])[O:21][C:22](=[O:23])[N:24]1[CH:25]2[CH2:26][NH:27][CH:28]([CH2:29]1)[CH2:30]2.[CH3:31][C:32]([CH3:33])([O-:34])[CH3:35].[CH3:37][c:38]1[cH:39][cH:40][cH:41][cH:42][cH:43]1.[Na+:36].[O:46]=[C:47]([CH:48]=[CH:49][c:50]1[cH:51][cH:52][cH:53][cH:54][cH:55]1)[CH:56]=[CH:57][c:58]1[cH:59][cH:60][cH:61][cH:62][cH:63]1.[O:64]=[C:65]([CH:66]=[CH:67][c:68]1[cH:69][cH:70][cH:71][cH:72][cH:73]1)[CH:74]=[CH:75][c:76]1[cH:77][cH:78][cH:79][cH:80][cH:81]1.[O:82]=[C:83]([CH:84]=[CH:85][c:86]1[cH:87][cH:88][cH:89][cH:90][cH:91]1)[CH:92]=[CH:93][c:94]1[cH:95][cH:96][cH:97][cH:98][cH:99]1.[OH2:100].[Pd:44].[Pd:45]>>[c:2]1([N:27]2[CH2:26][CH:25]3[N:24]([C:22]([O:21][C:17]([CH3:18])([CH3:19])[CH3:20])=[O:23])[CH2:29][CH:28]2[CH2:30]3)[cH:3][n:4][cH:5][c:6]([O:8][c:9]2[cH:10][c:11]([O:15][CH3:16])[cH:12][cH:13][cH:14]2)[cH:7]1. Yield: 74.6%. Product: C(C)(C)(C)O[C@H](CO[Si](C)(C)C(C)(C)C)C=1C(=C2C=CC(NC2=CC1C)=O)C1=CC=C(C=C1)Cl ((S)-6-(1-tert-butoxy-2-(tert-butyldimethylsilyloxy)ethyl)-5-(4-chlorophenyl)-7-methylquinolin-2(1H)-one). Conditions: time 2 hour. The solvent is C(C)(=O)OCC (ethyl acetate), CN(C)C=O (DMF). Procedure details: To a solution of (S)-6-(1-tert-butoxy-2-hydroxyethyl)-5-(4-chlorophenyl)-7-methylquinolin-2(1H)-one (8K) (0.5175 g, 1.34 mmol) in DMF (5.0 mL), was added imidazole (0.204 g, 4.02 mmol), followed by tert-butyldimethylsilyl chloride (0.243 g, 1.61 mmol) at 0° C. The reaction mixture was warmed to room temperature overnight. Additional imidazole (0.2 g) and tert-butyldimethylsilyl chloride (0.30 g) were added and the mixture stirred for another 2 hours. The reaction mixture was the diluted with eth... Reactants: N1C=NC=C1 (imidazole), [Si](C)(C)(C(C)(C)C)Cl (tert-butyldimethylsilyl chloride), C(C)(C)(C)O[C@H](CO)C=1C(=C2C=CC(NC2=CC1C)=O)C1=CC=C(C=C1)Cl ((S)-6-(1-tert-butoxy-2-hydroxyethyl)-5-(4-chlorophenyl)-7-methylquinolin-2(1H)-one), N1C=NC=C1 (imidazole), [Si](C)(C)(C(C)(C)C)Cl (tert-butyldimethylsilyl chloride). As a reaction SMILES: [C:1]([O:5][C@@H:6]([C:9]1[C:10]([C:21]2[CH:26]=[CH:25][C:24]([Cl:27])=[CH:23][CH:22]=2)=[C:11]2[C:16](=[CH:17][C:18]=1[CH3:19])[NH:15][C:14](=[O:20])[CH:13]=[CH:12]2)[CH2:7][OH:8])([CH3:4])([CH3:3])[CH3:2].N1C=CN=C1.[Si:33](Cl)([C:36]([CH3:39])([CH3:38])[CH3:37])([CH3:35])[CH3:34]>CN(C=O)C.C(OCC)(=O)C>[C:1]([O:5][C@@H:6]([C:9]1[C:10]([C:21]2[CH:22]=[CH:23][C:24]([Cl:27])=[CH:25][CH:26]=2)=[C:11]2[C:16](=[CH:17][C:18]=1[CH3:19])[NH:15][C:14](=[O:20])[CH:13]=[CH:12]2)[CH2:7][O:8][Si:33]([C:36]([CH3:39])([CH3:38])[CH3:37])([CH3:35])[CH3:34])([CH3:4])([CH3:2])[CH3:3]. Starting materials: BrC1=CC=C(C=C1)C1=NN(C2=C1CC=1SC=CC21)COCC[Si](C)(C)C (6-(4-Bromo-phenyl)-4-(2-trimethylsilanyl-ethoxymethyl)-4,7-dihydro-1-thia-4,5-diaza-cyclopenta[a]pentalene), COC1=CC=C(C=C1)N (4-Methoxy-phenylamine), C(=O)([O-])[O-].[Cs+].[Cs+] (Cs2CO3), CC1(C2=C(C(=CC=C2)P(C3=CC=CC=C3)C4=CC=CC=C4)OC5=C(C=CC=C51)P(C6=CC=CC=C6)C7=CC=CC=C7)C (Xantphos). Reagents/catalysts: CC(=O)[O-].CC(=O)[O-].[Pd+2] (Pd(OAc)2). The solvent is O1CCOCC1 (dioxane). Reaction conditions: temperature 100 celsius. The product is COC1=CC=C(C=C1)NC1=CC=C(C=C1)C1=NN(C2=C1CC=1SC=CC21)COCC[Si](C)(C)C ((4-Methoxy-phenyl)-{4-[4-(2-trimethylsilanyl-ethoxymethyl)-4,7-dihydro-1-thia-4,5-diaza-cyclopenta[a]pentalen-6-yl]-phenyl}-amine). Yield: 60.0%. As a reaction SMILES: Br[C:2]1[CH:7]=[CH:6][C:5]([C:8]2[C:12]3[CH2:13][C:14]4[S:15][CH:16]=[CH:17][C:18]=4[C:11]=3[N:10]([CH2:19][O:20][CH2:21][CH2:22][Si:23]([CH3:26])([CH3:25])[CH3:24])[N:9]=2)=[CH:4][CH:3]=1.[CH3:27][O:28][C:29]1[CH:34]=[CH:33][C:32]([NH2:35])=[CH:31][CH:30]=1.C([O-])([O-])=O.[Cs+].[Cs+].CC1(C)C2C(=C(P(C3C=CC=CC=3)C3C=CC=CC=3)C=CC=2)OC2C(P(C3C=CC=CC=3)C3C=CC=CC=3)=CC=CC1=2>O1CCOCC1.CC([O-])=O.CC([O-])=O.[Pd+2]>[CH3:27][O:28][C:29]1[CH:34]=[CH:33][C:32]([NH:35][C:2]2[CH:7]=[CH:6][C:5]([C:8]3[C:12]4[CH2:13][C:14]5[S:15][CH:16]=[CH:17][C:18]=5[C:11]=4[N:10]([CH2:19][O:20][CH2:21][CH2:22][Si:23]([CH3:26])([CH3:25])[CH3:24])[N:9]=3)=[CH:4][CH:3]=2)=[CH:31][CH:30]=1 |f:2.3.4,7.8.9|. Procedure details: A mixture of the corresponding intermediate 6-(4-Bromo-phenyl)-4-(2-trimethylsilanyl-ethoxymethyl)-4,7-dihydro-1-thia-4,5-diaza-cyclopenta[a]pentalene (0.45 g, 1.0 mmol), 4-Methoxy-phenylamine (0.31 g, 2.5 mmol), Cs2CO3 (2 M, 3.0 mL), Xantphos (58 mg, 0.1 mmol) and Pd(OAc)2 (22 mg, 0.1 mmol) in dioxane (5 mL) was heated at 100° C. for 8 hr. The solution was cooled to room temperature and extracted with ethyl acetate. The target product was purified by gravity column chromatography (20% EtOAc in ... Reactants: CCOC(C)=O, CNc1ccc(C#N)cc1[N+](=O)[O-]. The product is CNc1ccc(C#N)cc1N. RXN SMILES: [CH3:14][CH2:15][O:16][C:17]([CH3:18])=[O:19].[CH3:1][NH:2][c:3]1[c:4]([N+:11]([O-:12])=[O:13])[cH:5][c:6]([C:7]#[N:8])[cH:9][cH:10]1>>[CH3:1][NH:2][c:3]1[c:4]([NH2:11])[cH:5][c:6]([C:7]#[N:8])[cH:9][cH:10]1. The reactants are NC=1SC=C(N1)CC(=O)N1CCN(CC1)CC(N1CCCC1)=O (2-(2-amino-thiazol-4-yl)-1-[4-(2-oxo-2-pyrrolidin-1-yl-ethyl)-piperazin-1-yl]-ethanone), ClC=1C=CC(=NC1)C(=O)O (5-chloro-pyridine-2-carboxylic acid). Procedure details: In analogy to example 37.5, 2-(2-amino-thiazol-4-yl)-1-[4-(2-oxo-2-pyrrolidin-1-yl-ethyl)-piperazin-1-yl]-ethanone (example 37.4) was coupled with 5-chloro-pyridine-2-carboxylic acid, using general method D, to give 5-chloro-pyridine-2-carboxylic acid (4-{2-oxo-2-[4-(2-oxo-2-pyrrolidin-1-yl-ethyl)-piperazin-1-yl]-ethyl}-thiazol-2-yl)-amide. Yellow solid. MS 477.3 ([M+H]+) The product is O=C(CC=1N=C(SC1)NC(=O)C1=NC=C(C=C1)Cl)N1CCN(CC1)CC(N1CCCC1)=O (5-chloro-pyridine-2-carboxylic acid (4-{2-oxo-2-[4-(2-oxo-2-pyrrolidin-1-yl-ethyl)-piperazin-1-yl]-ethyl}-thiazol-2-yl)-amide). Reaction SMILES: [NH2:1][C:2]1[S:3][CH:4]=[C:5]([CH2:7][C:8]([N:10]2[CH2:15][CH2:14][N:13]([CH2:16][C:17](=[O:23])[N:18]3[CH2:22][CH2:21][CH2:20][CH2:19]3)[CH2:12][CH2:11]2)=[O:9])[N:6]=1.[Cl:24][C:25]1[CH:26]=[CH:27][C:28]([C:31](O)=[O:32])=[N:29][CH:30]=1>>[O:9]=[C:8]([N:10]1[CH2:15][CH2:14][N:13]([CH2:16][C:17](=[O:23])[N:18]2[CH2:19][CH2:20][CH2:21][CH2:22]2)[CH2:12][CH2:11]1)[CH2:7][C:5]1[N:6]=[C:2]([NH:1][C:31]([C:28]2[CH:27]=[CH:26][C:25]([Cl:24])=[CH:30][N:29]=2)=[O:32])[S:3][CH:4]=1.